From a dataset of the Open Reaction Database (ORD), a public repository of structured organic reaction records. describe an organic reaction: reactants, conditions, products, and yield Run in C(Cl)(Cl)Cl (CHCl3), C(Cl)(Cl)Cl (CHCl3), N1=CC=CC=C1 (pyridine). Reaction SMILES: O=P(Cl)(Cl)Cl.[CH3:6][NH:7][C:8](=O)[CH3:9].[CH3:11][S:12]([C:15]1[CH:46]=[CH:45][C:18]([CH2:19][NH:20][C:21]([C:23]2[C:24](=[O:44])[N:25]([C:34]3[CH:39]=[CH:38][CH:37]=[C:36]([C:40]([F:43])([F:42])[F:41])[CH:35]=3)[C:26]([CH3:33])=[C:27]([C:29]([NH:31][NH2:32])=O)[CH:28]=2)=[O:22])=[CH:17][CH:16]=1)(=[O:14])=[O:13]>C(Cl)(Cl)Cl.N1C=CC=CC=1>[CH3:11][S:12]([C:15]1[CH:16]=[CH:17][C:18]([CH2:19][NH:20][C:21]([C:23]2[C:24](=[O:44])[N:25]([C:34]3[CH:39]=[CH:38][CH:37]=[C:36]([C:40]([F:43])([F:41])[F:42])[CH:35]=3)[C:26]([CH3:33])=[C:27]([C:29]3[N:7]([CH3:6])[C:8]([CH3:9])=[N:32][N:31]=3)[CH:28]=2)=[O:22])=[CH:45][CH:46]=1)(=[O:14])=[O:13]. Procedure: A solution of POCl3 (0.030 g, 0.2 mmol) in CHCl3 (1 ml) and pyridine (1 ml) was added to N-methylacetamide (0.015 g, 0.2 mmol) and the mixture was cooled in an ice-water bath and stirred for 90 minutes. To this solution was added a solution of 5-hydrazinocarbonyl-6-methyl-2-oxo-1-(3-trifluoromethyl-phenyl)-1,2-dihydro-pyridine-3-carboxylic acid 4-methanesulfonyl-benzylamide (Example 38 (a), 0.040 g, 0.076 mmol) in CHCl3 (2 ml) and the mixture was stirred overnight at room temperature. Purificati... The yield is 47.0%. The product is CS(=O)(=O)C1=CC=C(CNC(=O)C=2C(N(C(=C(C2)C2=NN=C(N2C)C)C)C2=CC(=CC=C2)C(F)(F)F)=O)C=C1 (5-(4,5-Dimethyl-4H-[1,2,4]triazol-3-yl)-6-methyl-2-oxo-1-(3-trifluoromethyl-phenyl)-1,2-dihydro-pyridine-3-carboxylic acid 4-methanesulfonyl-benzylamide). Starting materials: CS(=O)(=O)C1=CC=C(CNC(=O)C=2C(N(C(=C(C2)C(=O)NN)C)C2=CC(=CC=C2)C(F)(F)F)=O)C=C1 (5-hydrazinocarbonyl-6-methyl-2-oxo-1-(3-trifluoromethyl-phenyl)-1,2-dihydro-pyridine-3-carboxylic acid 4-methanesulfonyl-benzylamide), Example 38 ( a ), O=P(Cl)(Cl)Cl (POCl3), CNC(C)=O (N-methylacetamide). Conditions: time 90 minute. Starting materials: C1(=CC=CC=C1)C (toluene), C=1C=CC2=C(C1)C(=NC=3C=CC=CC3S2)N4CCN(CC4)CCOCCO (quetiapine), C(\C=C\C(=O)O)(=O)O (fumaric acid). Solvent: CC(=O)C (acetone). Run at temperature 20 celsius, time 60 minute. Yields the product C1CN(CCN1CCOCCO)C2=NC3=CC=CC=C3SC4=CC=CC=C42.C1CN(CCN1CCOCCO)C2=NC3=CC=CC=C3SC4=CC=CC=C42.C(=C/C(=O)O)\C(=O)O (Quetiapine Hemifumarate). RXN SMILES: [C:1]([OH:8])(=[O:7])/[CH:2]=[CH:3]/[C:4]([OH:6])=[O:5].C1(C)C=CC=CC=1.[CH:16]1[CH:17]=[CH:18][C:19]2[S:30][C:29]3[CH:28]=[CH:27][CH:26]=[CH:25][C:24]=3[N:23]=[C:22]([N:31]3[CH2:36][CH2:35][N:34]([CH2:37][CH2:38][O:39][CH2:40][CH2:41][OH:42])[CH2:33][CH2:32]3)[C:20]=2[CH:21]=1>CC(C)=O>[CH2:33]1[N:34]([CH2:37][CH2:38][O:39][CH2:40][CH2:41][OH:42])[CH2:35][CH2:36][N:31]([C:22]2[C:20]3[C:19](=[CH:18][CH:17]=[CH:16][CH:21]=3)[S:30][C:29]3[C:24](=[CH:25][CH:26]=[CH:27][CH:28]=3)[N:23]=2)[CH2:32]1.[CH2:33]1[N:34]([CH2:37][CH2:38][O:39][CH2:40][CH2:41][OH:42])[CH2:35][CH2:36][N:31]([C:22]2[C:20]3[C:19](=[CH:18][CH:17]=[CH:16][CH:21]=3)[S:30][C:29]3[C:24](=[CH:25][CH:26]=[CH:27][CH:28]=3)[N:23]=2)[CH2:32]1.[CH:2](/[C:1]([OH:8])=[O:7])=[CH:3]\[C:4]([OH:6])=[O:5] |f:4.5.6|. Procedure: A suspension of 1.62 g (0.014 mol) of fumaric acid in 100 ml of acetone is brought to the boil. 100 ml of a toluene solution containing 10.77 g (0.028 mol) of pure quetiapine base is added to the boiling suspension, and the reaction mixture is heated to the boil for another 5 minutes. The precipitated crystalline product is cooled to approximately 20° C., and the reaction mixture is stirred for another 60 minutes. The precipitated crystalline quetiapine hemifumarate is filtered, washed, and drie... Reactants: COC(=O)c1cc(Br)cc2[nH]ccc12, [H-], CC(C)I, [Na+], CN(C)C=O, O. Product: COC(=O)c1cc(Br)cc2c1ccn2C(C)C. RXN SMILES: [Br:1][c:2]1[cH:3][c:4]([C:11](=[O:12])[O:13][CH3:14])[c:5]2[cH:6][cH:7][nH:8][c:9]2[cH:10]1.[H-:19].[I:15][CH:16]([CH3:17])[CH3:18].[Na+:20].[O:21]=[CH:22][N:23]([CH3:24])[CH3:25].[OH2:26]>>[Br:1][c:2]1[cH:3][c:4]([C:11](=[O:12])[O:13][CH3:14])[c:5]2[cH:6][cH:7][n:8]([CH:16]([CH3:17])[CH3:18])[c:9]2[cH:10]1. Reactants: BrC1=CC(=C(C=C1C(F)(F)F)NS(=O)(=O)C1=CC=C(C=C1)C)I (N-(4-bromo-2-iodo-5-trifluoromethyl-phenyl)-4-methyl-benzenesulfonamide), C(C)(C)N(C(C)C)CC (N,N-diisopropylethyl amine), C(CC)(=O)OCC (ethyl propionate). The reagents and catalysts are [Br-].[Zn+2].[Br-] (zinc bromide), C=1C=CC(=CC1)[P](C=2C=CC=CC2)(C=3C=CC=CC3)[Pd]([P](C=4C=CC=CC4)(C=5C=CC=CC5)C=6C=CC=CC6)([P](C=7C=CC=CC7)(C=8C=CC=CC8)C=9C=CC=CC9)[P](C=1C=CC=CC1)(C=1C=CC=CC1)C=1C=CC=CC1 (tetrakis(triphenylphosphine)palladium). The solvent is O1CCCC1 (tetrahydrofuran). Run at temperature 80 celsius, time 13 hour. The product is C(C)OC(=O)C=1N(C2=CC(=C(C=C2C1)Br)C(F)(F)F)S(=O)(=O)C1=CC=C(C=C1)C (5-bromo-1-(toluene-4-sulfonyl)-6-trifluoromethyl-1H-indole-2-carboxylic acid ethyl ester), solid. The yield is 50.0%. Reaction SMILES: C(N(CC)C(C)C)(C)C.[C:10]([O:14][CH2:15][CH3:16])(=[O:13])[CH2:11][CH3:12].[Br:17][C:18]1[C:23]([C:24]([F:27])([F:26])[F:25])=[CH:22][C:21]([NH:28][S:29]([C:32]2[CH:37]=[CH:36][C:35]([CH3:38])=[CH:34][CH:33]=2)(=[O:31])=[O:30])=[C:20](I)[CH:19]=1>C1C=CC([P]([Pd]([P](C2C=CC=CC=2)(C2C=CC=CC=2)C2C=CC=CC=2)([P](C2C=CC=CC=2)(C2C=CC=CC=2)C2C=CC=CC=2)[P](C2C=CC=CC=2)(C2C=CC=CC=2)C2C=CC=CC=2)(C2C=CC=CC=2)C2C=CC=CC=2)=CC=1.[Br-].[Zn+2].[Br-].O1CCCC1>[CH2:15]([O:14][C:10]([C:11]1[N:28]([S:29]([C:32]2[CH:33]=[CH:34][C:35]([CH3:38])=[CH:36][CH:37]=2)(=[O:31])=[O:30])[C:21]2[C:20]([CH:12]=1)=[CH:19][C:18]([Br:17])=[C:23]([C:24]([F:27])([F:25])[F:26])[CH:22]=2)=[O:13])[CH3:16] |f:4.5.6,^1:43,45,64,83|. Procedure details: N,N-diisopropylethyl amine (0.42 ml, 2.4 mmol), ethyl propionate (0.12 ml, 1.2 mmol), and tetrakis(triphenylphosphine)palladium (46 mg, 0.04 mmol) were added to an anhydrous tetrahydrofuran (THF) solution (3.2 ml) containing N-(4-bromo-2-iodo-5-trifluoromethyl-phenyl)-4-methyl-benzenesulfonamide (208 mg, 0.4 mmol) and zinc bromide (270 mg, 1.2 mmol). Then, the mixture was evacuated, and backfilled with argon. This was stirred at 80° C. for 13 hours. After cooling it to room temperature, the reac... Product: O=C(O)CCc1ccccc1C=C1C(=O)Nc2ccccc21. Reaction SMILES: [CH3:28][CH2:29][OH:30].[ClH:27].[Na+:26].[O:1]=[C:2]1[NH:3][c:4]2[cH:5][cH:6][cH:7][cH:8][c:9]2[C:10]1=[CH:11][c:12]1[c:13]([CH2:18][CH2:19][C:20](=[O:21])[O:22][CH2:23][CH3:24])[cH:14][cH:15][cH:16][cH:17]1.[OH-:25]>>[O:1]=[C:2]1[NH:3][c:4]2[cH:5][cH:6][cH:7][cH:8][c:9]2[C:10]1=[CH:11][c:12]1[c:13]([CH2:18][CH2:19][C:20](=[O:21])[OH:22])[cH:14][cH:15][cH:16][cH:17]1. Reactants: CCO, Cl, [Na+], CCOC(=O)CCc1ccccc1C=C1C(=O)Nc2ccccc21, [OH-]. As a reaction SMILES: C(OC(=O)[NH:7][C@H:8]1[C@H:17]([O:18][CH3:19])[CH2:16][C:15]2[C:10](=[CH:11][C:12]([C:20](=[O:22])[NH2:21])=[CH:13][CH:14]=2)[C:9]1([CH3:24])[CH3:23])(C)(C)C.[ClH:26].O1CCOCC1>C(Cl)Cl>[ClH:26].[NH2:7][CH:8]1[C:9]([CH3:24])([CH3:23])[C:10]2[CH:11]=[C:12]([C:20]([NH2:21])=[O:22])[CH:13]=[CH:14][C:15]=2[CH2:16][CH:17]1[O:18][CH3:19] |f:4.5|. The reactants are C(C)(C)(C)OC(N[C@@H]1C(C2=CC(=CC=C2C[C@H]1OC)C(N)=O)(C)C)=O (trans-(7-carbamoyl-3-methoxy-1,1-dimethyl-1,2,3,4-tetrahydro-naphthalen-2-yl)-carbamic acid tert-butyl ester), Cl (HCl), O1CCOCC1 (dioxane). Run in C(Cl)Cl (DCM). Procedure: To a slurry of trans-(7-carbamoyl-3-methoxy-1,1-dimethyl-1,2,3,4-tetrahydro-naphthalen-2-yl)-carbamic acid tert-butyl ester (9.22 g, 26.4 mmol) in DCM (100 mL) was added 4 N HCl in dioxane (25 mL, 100 mmol) slowly. The reaction mixture was stirred at RT for 15 h, concentrated to dryness, triturated with DCM (25 mL) for 30 min, filtered, rinsed with DCM (3×15 mL), and dried under vacuum. Ethanol (100 mL) was added and the reaction mixture was concentrated under vacuum to give the HCl salt of the ... The product is Cl.NC1C(CC=2C=CC(=CC2C1(C)C)C(=O)N)OC (7-Amino-6-methoxy-8,8-dimethyl-5,6,7,8-tetrahydronaphthalene-2-carboxylic acid amide hydrochloride). Conditions: time 15 hour. Reactants: CO, CC(C)(C)OC(=O)NC(CC1CCCCC1)C(O)C(O)CN=[N+]=[N-]. Product: CC(C)(C)OC(=O)NC(CC1CCCCC1)C(O)C(O)CN. RXN SMILES: [CH3:25][OH:26].[N:1](=[N+:2]=[N-:3])[CH2:4][CH:5]([CH:6]([CH:7]([CH2:8][CH:9]1[CH2:10][CH2:11][CH2:12][CH2:13][CH2:14]1)[NH:15][C:16](=[O:17])[O:18][C:19]([CH3:20])([CH3:21])[CH3:22])[OH:23])[OH:24]>>[NH2:1][CH2:4][CH:5]([CH:6]([CH:7]([CH2:8][CH:9]1[CH2:10][CH2:11][CH2:12][CH2:13][CH2:14]1)[NH:15][C:16](=[O:17])[O:18][C:19]([CH3:20])([CH3:21])[CH3:22])[OH:23])[OH:24]. Reactants: N[C@H](CN1N=C(C=C1)C1=CC(=C(C#N)C=C1)Cl)C ((S)-4-(1-(2-aminopropyl)-1H-pyrazol-3-yl)-2-chlorobenzonitrile), O1CCN(CC1)CC1=NNC(=C1)C(=O)O (3-(morpholinomethyl)-1H-pyrazole-5-carboxylic acid), C=1C=CC2=C(C1)N=NN2O (HOBt), CCN(C(C)C)C(C)C (DIPEA), CCN=C=NCCCN(C)C (EDCI). Solvent: CN(C)C=O (DMF). Product: ClC=1C=C(C=CC1C#N)C1=NN(C=C1)C[C@H](C)NC(=O)C1=CC(=NN1)CN1CCOCC1 ((S)—N-(1-(3-(3-chloro-4-cyanophenyl)-1H-pyrazol-1-yl)propan-2-yl)-3-(morpholinomethyl)-1H-pyrazole-5-carboxamide). Reaction SMILES: [NH2:1][C@@H:2]([CH3:18])[CH2:3][N:4]1[CH:8]=[CH:7][C:6]([C:9]2[CH:16]=[CH:15][C:12]([C:13]#[N:14])=[C:11]([Cl:17])[CH:10]=2)=[N:5]1.[O:19]1[CH2:24][CH2:23][N:22]([CH2:25][C:26]2[CH:30]=[C:29]([C:31](O)=[O:32])[NH:28][N:27]=2)[CH2:21][CH2:20]1.C1C=CC2N(O)N=NC=2C=1.CCN(C(C)C)C(C)C.CCN=C=NCCCN(C)C>CN(C=O)C>[Cl:17][C:11]1[CH:10]=[C:9]([C:6]2[CH:7]=[CH:8][N:4]([CH2:3][C@@H:2]([NH:1][C:31]([C:29]3[NH:28][N:27]=[C:26]([CH2:25][N:22]4[CH2:21][CH2:20][O:19][CH2:24][CH2:23]4)[CH:30]=3)=[O:32])[CH3:18])[N:5]=2)[CH:16]=[CH:15][C:12]=1[C:13]#[N:14]. Procedure details: The title compound was synthesized from (S)-4-(1-(2-aminopropyl)-1H-pyrazol-3-yl)-2-chlorobenzonitrile (0.147 g, 0.56 mmol), 3-(morpholinomethyl)-1H-pyrazole-5-carboxylic acid (0.119 g, 0.56 mmol), HOBt (0.114, 0.84 mmol), DIPEA (0.29 mL, 1.69 mmol) and EDCI (0.162 g, 0.84 mmol) using DMF (10 mL) as solvent using the method of Example 34(d). Yield 0.256 g. 1H NMR (400 MHz; MeOD): δ 1.24 (d, 3H), 2.44 (m, 4H), 3.59 (s, 2H), 3.67 (m, 4H), 4.35 (m, 2H), 4.55 (m, 1H), 6.62 (bs, 1H), 6.74 (d, 1H), 7.... The reactants are Cc1cc(CCCCCCCCBr)on1, Oc1ccc(C2=NCCO2)cc1Cl. Product: Cc1cc(CCCCCCCCOc2ccc(C3=NCCO3)cc2Cl)on1. As a reaction SMILES: [Br:14][CH2:15][CH2:16][CH2:17][CH2:18][CH2:19][CH2:20][CH2:21][CH2:22][c:23]1[cH:24][c:25]([CH3:28])[n:26][o:27]1.[Cl:1][c:2]1[cH:3][c:4]([C:9]2=[N:13][CH2:12][CH2:11][O:10]2)[cH:5][cH:6][c:7]1[OH:8]>>[Cl:1][c:2]1[cH:3][c:4]([C:9]2=[N:13][CH2:12][CH2:11][O:10]2)[cH:5][cH:6][c:7]1[O:8][CH2:15][CH2:16][CH2:17][CH2:18][CH2:19][CH2:20][CH2:21][CH2:22][c:23]1[cH:24][c:25]([CH3:28])[n:26][o:27]1. The reactants are CCO, CCOC(C)=O, [H][H], Nc1nc(Nc2ccc(Sc3ccncc3)c(F)c2)cc(-c2cccc([N+](=O)[O-])c2)n1. The product is Nc1cccc(-c2cc(Nc3ccc(Sc4ccncc4)c(F)c3)nc(N)n2)c1. Reaction SMILES: [CH3:34][CH2:35][OH:36].[CH3:37][CH2:38][O:39][C:40]([CH3:41])=[O:42].[H:32][H:33].[NH2:1][c:2]1[n:3][c:4](-[c:23]2[cH:24][c:25]([N+:29]([O-:30])=[O:31])[cH:26][cH:27][cH:28]2)[cH:5][c:6]([NH:8][c:9]2[cH:10][c:11]([F:22])[c:12]([S:15][c:16]3[cH:17][cH:18][n:19][cH:20][cH:21]3)[cH:13][cH:14]2)[n:7]1>>[NH2:1][c:2]1[n:3][c:4](-[c:23]2[cH:24][c:25]([NH2:29])[cH:26][cH:27][cH:28]2)[cH:5][c:6]([NH:8][c:9]2[cH:10][c:11]([F:22])[c:12]([S:15][c:16]3[cH:17][cH:18][n:19][cH:20][cH:21]3)[cH:13][cH:14]2)[n:7]1.